Task: describe an organic reaction: reactants, conditions, products, and yield. Dataset: the Open Reaction Database (ORD), a public repository of structured organic reaction records Reactants: CO, [Cl-], [NH4+], COc1ccc(S(=O)(=O)n2cc(CCCCCCCCCCCCCCCCO)c3ccccc32)cc1. The product is OCCCCCCCCCCCCCCCCc1c[nH]c2ccccc12. RXN SMILES: [CH3:40][OH:41].[Cl-:38].[NH4+:39].[OH:1][CH2:2][CH2:3][CH2:4][CH2:5][CH2:6][CH2:7][CH2:8][CH2:9][CH2:10][CH2:11][CH2:12][CH2:13][CH2:14][CH2:15][CH2:16][CH2:17][c:18]1[cH:19][n:20]([S:27]([c:28]2[cH:29][cH:30][c:31]([O:32][CH3:33])[cH:34][cH:35]2)(=[O:36])=[O:37])[c:21]2[cH:22][cH:23][cH:24][cH:25][c:26]12>>[OH:1][CH2:2][CH2:3][CH2:4][CH2:5][CH2:6][CH2:7][CH2:8][CH2:9][CH2:10][CH2:11][CH2:12][CH2:13][CH2:14][CH2:15][CH2:16][CH2:17][c:18]1[cH:19][nH:20][c:21]2[cH:22][cH:23][cH:24][cH:25][c:26]12. Starting materials: CC(C)(C)OC(=O)NC(CC1CC1)C(=O)O, CI, [K+], [K+], O=C([O-])[O-], CN(C)C=O. Product: COC(=O)C(CC1CC1)NC(=O)OC(C)(C)C. Reaction SMILES: [C:1]([CH3:2])([CH3:3])([CH3:4])[O:5][C:6](=[O:7])[NH:8][CH:9]([C:10](=[O:11])[OH:12])[CH2:13][CH:14]1[CH2:15][CH2:16]1.[CH3:23][I:24].[K+:17].[K+:18].[O-:19][C:20]([O-:21])=[O:22].[O:25]=[CH:26][N:27]([CH3:28])[CH3:29]>>[C:1]([CH3:2])([CH3:3])([CH3:4])[O:5][C:6](=[O:7])[NH:8][CH:9]([C:10](=[O:11])[O:12][CH3:20])[CH2:13][CH:14]1[CH2:15][CH2:16]1. The reactants are ClC1=NC=C(C(=N1)CCC1=C(C=CC=C1)CC(=O)N)C (2-(2-(2-(2-chloro-5-methylpyrimidin-4-yl)ethyl)phenyl)acetamide), C(=O)(OC(C)(C)C)NCC1=CC=C(N)C=C1 (4-(N-Boc-aminomethyl)aniline), C(=O)([O-])[O-].[Cs+].[Cs+] (Cs2CO3), CC1(C2=C(C(=CC=C2)P(C3=CC=CC=C3)C4=CC=CC=C4)OC5=C(C=CC=C51)P(C6=CC=CC=C6)C7=CC=CC=C7)C (Xantphos). Reagents/catalysts: CC(=O)[O-].CC(=O)[O-].[Pd+2] (Pd(OAc)2). Run in O1CCOCC1 (1,4-dioxane). Conditions: temperature 100 celsius. Product: NC(CC1=C(CCC2=NC(=NC=C2C)NC2=CC=C(CNC(OC(C)(C)C)=O)C=C2)C=CC=C1)=O (tert-Butyl 4-((4-(2-(2-amino-2-oxoethyl)phenethyl)-5-methylpyrimidin-2-yl)amino)benzylcarbamate), solid. Isolated yield 17.0%. RXN SMILES: Cl[C:2]1[N:7]=[C:6]([CH2:8][CH2:9][C:10]2[CH:15]=[CH:14][CH:13]=[CH:12][C:11]=2[CH2:16][C:17]([NH2:19])=[O:18])[C:5]([CH3:20])=[CH:4][N:3]=1.[C:21]([NH:28][CH2:29][C:30]1[CH:36]=[CH:35][C:33]([NH2:34])=[CH:32][CH:31]=1)([O:23][C:24]([CH3:27])([CH3:26])[CH3:25])=[O:22].C([O-])([O-])=O.[Cs+].[Cs+].CC1(C)C2C(=C(P(C3C=CC=CC=3)C3C=CC=CC=3)C=CC=2)OC2C(P(C3C=CC=CC=3)C3C=CC=CC=3)=CC=CC1=2>O1CCOCC1.CC([O-])=O.CC([O-])=O.[Pd+2]>[NH2:19][C:17](=[O:18])[CH2:16][C:11]1[CH:12]=[CH:13][CH:14]=[CH:15][C:10]=1[CH2:9][CH2:8][C:6]1[C:5]([CH3:20])=[CH:4][N:3]=[C:2]([NH:34][C:33]2[CH:35]=[CH:36][C:30]([CH2:29][NH:28][C:21](=[O:22])[O:23][C:24]([CH3:26])([CH3:27])[CH3:25])=[CH:31][CH:32]=2)[N:7]=1 |f:2.3.4,7.8.9|. Procedure details: A suspension of 2-(2-(2-(2-chloro-5-methylpyrimidin-4-yl)ethyl)phenyl)acetamide (K6) (0.150 g, 0.518 mmol), 4-(N-Boc-aminomethyl)aniline (0.145 g, 0.621 mmol), Pd(OAc)2 (2.3 mg, 0.010 mmol), Cs2CO3 (0.506 g, 1.55 mmol) and Xantphos (12 mg, 0.021 mmol) in 1,4-dioxane (2 mL) was heated under microwave irradiation at 100° C. for 1.5 hours. The resulting mixture was filtered through a plug of silica gel, washing with 10% MeOH in DCM. The volatiles were removed in vacuo and the residue was adsorbed o...